From a dataset of the Open Reaction Database (ORD), a public repository of structured organic reaction records. describe an organic reaction: reactants, conditions, products, and yield Reactants: C[Si](C)(C)C(C(=O)N)[Si](C)(C)C (bis(trimethylsilyl)acetamide), S1C(=NN=C1)SCC=1CS[C@H]2N(C1C(=O)O)C(C2N)=O (3-(1,3,4-thiadiazol-2-yl)thiomethyl-7-amino-3-cephem-4-carboxylic acid), P(=O)(Cl)(Cl)Cl (phosphorus oxychloride), C(C)(C)(CC)OC(=O)NC=1SC=C(N1)C(C(=O)O)=O (2-(2-tert-pentyloxycarbonylamino-1,3-thiazol-4-yl)glyoxylic acid), C(C)(C)(CC)OC(=O)N=C1SC=C(N1)C(C(=O)O)=O (2-(2-tert-pentyloxycarbonylimino-2,3-dihydro-1,3-thiazol-4-yl)-glyoxylic acid), C([O-])(O)=O.[Na+] (sodium bicarbonate). Solvent: C(C)(=O)OCC (ethyl acetate), CN(C=O)C (dimethylformamide), C(C)(=O)OCC (ethyl acetate), CN(C=O)C (dimethylformamide). Reaction conditions: temperature -40 celsius. The product is S1C(=NN=C1)SCC=1CS[C@H]2N(C1C(=O)O)C(C2NC(C(=O)C=2N=C(SC2)NC(=O)OC(C)(C)CC)=O)=O (3-(1,3,4-thiadiazol-2-yl)thiomethyl-7-[2-(2-tert-pentyloxycarbonylamino-1,3-thiazol-4-yl)glyoxylamido]-3-cephem-4-carboxylic acid). As a reaction SMILES: P(Cl)(Cl)(Cl)=O.[C:6]([O:11][C:12]([NH:14][C:15]1[S:16][CH:17]=[C:18]([C:20](=[O:24])[C:21]([OH:23])=O)[N:19]=1)=[O:13])([CH2:9][CH3:10])([CH3:8])[CH3:7].C[Si](C([Si](C)(C)C)C(N)=O)(C)C.[S:37]1[CH:41]=[N:40][N:39]=[C:38]1[S:42][CH2:43][C:44]1[CH2:45][S:46][C@@H:47]2[CH:54]([NH2:55])[C:53](=[O:56])[N:48]2[C:49]=1[C:50]([OH:52])=[O:51].C(=O)(O)[O-].[Na+]>C(OCC)(=O)C.CN(C)C=O>[S:37]1[CH:41]=[N:40][N:39]=[C:38]1[S:42][CH2:43][C:44]1[CH2:45][S:46][C@@H:47]2[CH:54]([NH:55][C:21](=[O:23])[C:20]([C:18]3[N:19]=[C:15]([NH:14][C:12]([O:11][C:6]([CH2:9][CH3:10])([CH3:7])[CH3:8])=[O:13])[S:16][CH:17]=3)=[O:24])[C:53](=[O:56])[N:48]2[C:49]=1[C:50]([OH:52])=[O:51] |f:4.5|. Procedure details: To dimethylformamide (2.24 g.) was dropwise added phosphorus oxychloride (2.36 g.) over 10 minutes under stirring and ice-cooling, and the mixture was stirred for 30 minutes at 40° C. To the mixture was added ethyl acetate (40 ml.), and the mixture was cooled at -20° to -15° C. with stirring. To the mixture was added 2-(2-tert-pentyloxycarbonylamino-1,3-thiazol-4-yl)glyoxylic acid, which can be represented as 2-(2-tert-pentyloxycarbonylimino-2,3-dihydro-1,3-thiazol-4-yl)-glyoxylic acid, (4.0 g.)... The reactants are ClC1=CC(=C(C=C1)CO)OC ((4-chloro-2-methoxy-phenyl)-methanol), N1=CC=C(C=C1)O (pyridin-4-ol), O1CCN(CC1)C1=CC=C(C=C1)O (4-morpholinophenol). The product is ClC1=CC(=C(CN2C=CC(C=C2)=O)C=C1)OC (1-(4-chloro-2-methoxybenzyl)pyridin-4(1H)-one). As a reaction SMILES: [Cl:1][C:2]1[CH:7]=[CH:6][C:5]([CH2:8]O)=[C:4]([O:10][CH3:11])[CH:3]=1.[N:12]1[CH:17]=[CH:16][C:15]([OH:18])=[CH:14][CH:13]=1.O1CCN(C2C=CC(O)=CC=2)CC1>>[Cl:1][C:2]1[CH:7]=[CH:6][C:5]([CH2:8][N:12]2[CH:17]=[CH:16][C:15](=[O:18])[CH:14]=[CH:13]2)=[C:4]([O:10][CH3:11])[CH:3]=1. Reported procedure: The title compound was prepared by substituting (4-chloro-2-methoxy-phenyl)-methanol and pyridin-4-ol for Example 204A and 4-morpholinophenol, respectively, in Example 297A. MS (ESI) m/e 250 (M+H)+. Reactants: ClC1=NC(=CC(=N1)C(=O)OC)C (methyl 2-chloro-6-methylpyrimidine-4-carboxylate), C1(CC1)C(=O)N (cyclopropanecarboxamide), Carboxylic acid-4. Yields the product C1(CC1)C(=O)NC1=NC(=CC(=N1)C(=O)OC)C (methyl 2-(cyclopropanecarboxamido)-6-methylpyrimidine-4-carboxylate). The yield is 71.0%. RXN SMILES: Cl[C:2]1[N:7]=[C:6]([C:8]([O:10][CH3:11])=[O:9])[CH:5]=[C:4]([CH3:12])[N:3]=1.[CH:13]1([C:16]([NH2:18])=[O:17])[CH2:15][CH2:14]1>>[CH:13]1([C:16]([NH:18][C:2]2[N:7]=[C:6]([C:8]([O:10][CH3:11])=[O:9])[CH:5]=[C:4]([CH3:12])[N:3]=2)=[O:17])[CH2:15][CH2:14]1. Reported procedure: The title compound is prepared in 71% yield (2.70 g, brown oil) from methyl 2-chloro-6-methylpyrimidine-4-carboxylate (3.00 g, 16.1 mmol) and cyclopropanecarboxamide by the similar manner in Step-1 of Carboxylic acid-4. The reactants are BrC=1C=C2OCCN3C=C(N=C3C2=CC1)C(=O)N (12-bromo-9-oxa-3,6-diazatricyclo[8.4.0.02,6]tetradeca1(14),2,4,10,12-pentaene-4-carboxamide), CN(C)C(OC)OC (DMF-DMA). Solvent: O1CCOCC1 (1,4-dioxane). Conditions: temperature 100 celsius, time 1 hour. Yields the product BrC=1C=C2OCCN3C=C(N=C3C2=CC1)C(=O)/N=C/N(C)C (12-bromo-N-[(1E)-(dimethylamino)methylidene]-9-oxa-3,6-diazatricyclo[8.4.0.02,6]tetradeca-1(14),2,4,10,12-pentaene-4-carboxamide). Isolated yield 58.0%. As a reaction SMILES: [Br:1][C:2]1[CH:3]=[C:4]2[C:13](=[CH:14][CH:15]=1)[C:12]1[N:8]([CH:9]=[C:10]([C:16]([NH2:18])=[O:17])[N:11]=1)[CH2:7][CH2:6][O:5]2.[CH3:19][N:20]([CH:22](OC)OC)[CH3:21]>O1CCOCC1>[Br:1][C:2]1[CH:3]=[C:4]2[C:13](=[CH:14][CH:15]=1)[C:12]1[N:8]([CH:9]=[C:10]([C:16](/[N:18]=[CH:19]/[N:20]([CH3:22])[CH3:21])=[O:17])[N:11]=1)[CH2:7][CH2:6][O:5]2. Procedure: To a solution of 12-bromo-9-oxa-3,6-diazatricyclo[8.4.0.02,6]tetradeca1(14),2,4,10,12-pentaene-4-carboxamide (100 mg, 0.380 mmol) in 1,4-dioxane (3 mL) was added DMF-DMA (147 mg, 1.14 mmol). The resulting mixture was stirred at 100° C. for 1 h under nitrogen atmosphere. After removal of the solvent, the residue was washed with ether to afford 12-bromo-N-[(1E)-(dimethylamino)methylidene]-9-oxa-3,6-diazatricyclo[8.4.0.02,6]tetradeca-1(14),2,4,10,12-pentaene-4-carboxamide (80 mg, 68% yield), which ... The reactants are ClC1=CC(=NC(=N1)C1=CC=CC=C1)NC1=CC=C(C=C1)S(=O)(=O)C ((6-chloro-2-phenyl-pyrimidin-4-yl)-(4-methanesulfonyl-phenyl)-amine), FC(OC1=CC=C(C=C1)B(O)O)(F)F (4-trifluoromethoxy-phenyl boronic acid), C([O-])([O-])=O.[Na+].[Na+] (sodium carbonate). The reagents and catalysts are C=1C=CC(=CC1)[P](C=2C=CC=CC2)(C=3C=CC=CC3)[Pd]([P](C=4C=CC=CC4)(C=5C=CC=CC5)C=6C=CC=CC6)([P](C=7C=CC=CC7)(C=8C=CC=CC8)C=9C=CC=CC9)[P](C=1C=CC=CC1)(C=1C=CC=CC1)C=1C=CC=CC1 ((PPh3)4Pd). Solvent: CN(C)C=O (DMF). Product: CS(=O)(=O)C1=CC=C(C=C1)NC1=NC(=NC(=C1)C1=CC=C(C=C1)OC(F)(F)F)C1=CC=CC=C1 ((4-methanesulfonyl-phenyl)-[2-phenyl-6-(4-trifluoromethoxy-phenyl)-pyrimidin-4-yl]-amine). As a reaction SMILES: Cl[C:2]1[N:7]=[C:6]([C:8]2[CH:13]=[CH:12][CH:11]=[CH:10][CH:9]=2)[N:5]=[C:4]([NH:14][C:15]2[CH:20]=[CH:19][C:18]([S:21]([CH3:24])(=[O:23])=[O:22])=[CH:17][CH:16]=2)[CH:3]=1.[F:25][C:26]([F:38])([F:37])[O:27][C:28]1[CH:33]=[CH:32][C:31](B(O)O)=[CH:30][CH:29]=1.C(=O)([O-])[O-].[Na+].[Na+]>CN(C=O)C.C1C=CC([P]([Pd]([P](C2C=CC=CC=2)(C2C=CC=CC=2)C2C=CC=CC=2)([P](C2C=CC=CC=2)(C2C=CC=CC=2)C2C=CC=CC=2)[P](C2C=CC=CC=2)(C2C=CC=CC=2)C2C=CC=CC=2)(C2C=CC=CC=2)C2C=CC=CC=2)=CC=1>[CH3:24][S:21]([C:18]1[CH:19]=[CH:20][C:15]([NH:14][C:4]2[CH:3]=[C:2]([C:31]3[CH:30]=[CH:29][C:28]([O:27][C:26]([F:25])([F:37])[F:38])=[CH:33][CH:32]=3)[N:7]=[C:6]([C:8]3[CH:13]=[CH:12][CH:11]=[CH:10][CH:9]=3)[N:5]=2)=[CH:16][CH:17]=1)(=[O:23])=[O:22] |f:2.3.4,^1:53,55,74,93|. Procedure: The title compound was prepared by reacting (6-chloro-2-phenyl-pyrimidin-4-yl)-(4-methanesulfonyl-phenyl)-amine (0.15 g, 0.41 mmol) with 4-trifluoromethoxy-phenyl boronic acid (0.09 g, 4.3 mmol) in presence of (PPh3)4Pd (0.02 g, 0.017 mmol) and 2 M sodium carbonate (0.35 g in 1.5 mL H2O) in DMF at 80° C. for 12 hours. Followed by work up and column purification to yield the desired compound. The reactants are ClC1=C(C(=O)C2=CC=C(C=C2)F)C=CC=C1 (2-chloro-4'-fluorobenzophenone), FC1=C(C(=O)C2=CC=C(C=C2)F)C=CC=C1 (2,4'-difluorobenzophenone). Product: FC1=C(C=CC=C1)C(=C)C1=CC=C(C=C1)F (1-(2-fluorophenyl)-1-(4-fluorophenyl)ethene). Isolated yield 85.0%. RXN SMILES: Cl[C:2]1C=CC=CC=1C(C1C=CC(F)=CC=1)=O.[F:17][C:18]1[CH:32]=[CH:31][CH:30]=[CH:29][C:19]=1[C:20]([C:22]1[CH:27]=[CH:26][C:25]([F:28])=[CH:24][CH:23]=1)=O>>[F:17][C:18]1[CH:32]=[CH:31][CH:30]=[CH:29][C:19]=1[C:20]([C:22]1[CH:27]=[CH:26][C:25]([F:28])=[CH:24][CH:23]=1)=[CH2:2]. Procedure details: The procedure described in Example 1 is repeated except that the 130 parts of 2-chloro-4'-fluorobenzophenone are replaced by 168 parts of 2,4'-difluorobenzophenone, which was converted into the title compound in 85% yield. Distillation, under vacuum, gives a colourless liquid which is pure 1-(2-fluorophenyl)-1-(4-fluorophenyl)ethene (b.pt. 82°/0.2 mm Hg). Reactants: C(CCCCCCCCCCC)(=O)[O-].C(CCCCCCCCCCC)(=O)[O-].C(CCC)[Sn+2]CCCC (dibutyltin dilaurate), O=C=NC1CC(CN=C=O)(CC(C1)(C)C)C (isophorone diisocyanate), C(C=C)(=O)OCCO (2-hydroxyethyl acrylate). Run in C(C(C)C)C(=O)C (methyl isobutyl ketone). Run at temperature 70 celsius. The product is O=C=NC1CC(CN=C=O)(CC(C1)(C)C)C.C(C=C)(=O)OCCO (isophorone diisocyanate 2-hydroxyethyl acrylate). Isolated yield 90.0%. As a reaction SMILES: [O:1]=[C:2]=[N:3][CH:4]1[CH2:13][C:12]([CH3:15])([CH3:14])[CH2:11][C:6]([CH3:16])([CH2:7][N:8]=[C:9]=[O:10])[CH2:5]1.C([O-])(=O)CCCCCCCCCCC.C([O-])(=O)CCCCCCCCCCC.C([Sn+2]CCCC)CCC.[C:54]([O:58][CH2:59][CH2:60][OH:61])(=[O:57])[CH:55]=[CH2:56]>C(C(C)=O)C(C)C>[O:1]=[C:2]=[N:3][CH:4]1[CH2:13][C:12]([CH3:15])([CH3:14])[CH2:11][C:6]([CH3:16])([CH2:7][N:8]=[C:9]=[O:10])[CH2:5]1.[C:54]([O:58][CH2:59][CH2:60][OH:61])(=[O:57])[CH:55]=[CH2:56] |f:1.2.3,6.7|. Reported procedure: A 2-liter flask fitted with a stirrer, an air introduction tube, a condensing pipe and a thermostat was charged with 222 parts of isophorone diisocyanate and 50 parts of methyl isobutyl ketone. While blowing a dry air into a liquid phase, they were stirred and heated to 70° C. To the mixture was added 0.3 part of dibutyltin dilaurate, followed by adding dropwise 232 parts of 2-hydroxyethyl acrylate for 1 hour. Even after the dropwise addition, the mixture was heated and kept at 70° C. The reacti...